Dataset: the Open Reaction Database (ORD), a public repository of structured organic reaction records. Task: describe an organic reaction: reactants, conditions, products, and yield Starting materials: FC1=CC=2C3=C(N(C2C=C1)C1=CC=C(C=C1)F)CNC3 (7-Fluoro-4-(p-fluorophenyl)-1,2,3,4-tetrahydropyrrolo[3,4-b]indole), C([O-])([O-])=O.[Na+].[Na+] (sodium carbonate), C (charcoal), ClCCCC(=O)C1=CC=C(C=C1)F (γ-chloro-p-fluorobutyrophenone), [I-].[K+] (potassium iodide). Run in CN(C=O)C (dimethylformamide). Run at time 8 hour. Product: Cl.FC1=CC=2C3=C(N(C2C=C1)C1=CC=C(C=C1)F)CN(C3)CCCC(C3=CC=C(C=C3)F)=O (7-Fluoro-4-(p-fluorophenyl)-2-[3-(p-fluorobenzoyl)propyl]-1,2,3,4-tetrahydropyrrolo[3,4-b]indole hydrochloride). As a reaction SMILES: [F:1][C:2]1[CH:10]=[CH:9][C:8]2[N:7]([C:11]3[CH:16]=[CH:15][C:14]([F:17])=[CH:13][CH:12]=3)[C:6]3[CH2:18][NH:19][CH2:20][C:5]=3[C:4]=2[CH:3]=1.[Cl:21][CH2:22][CH2:23][CH2:24][C:25]([C:27]1[CH:32]=[CH:31][C:30]([F:33])=[CH:29][CH:28]=1)=[O:26].[I-].[K+].C(=O)([O-])[O-].[Na+].[Na+].C>CN(C)C=O>[ClH:21].[F:1][C:2]1[CH:10]=[CH:9][C:8]2[N:7]([C:11]3[CH:12]=[CH:13][C:14]([F:17])=[CH:15][CH:16]=3)[C:6]3[CH2:18][N:19]([CH2:22][CH2:23][CH2:24][C:25](=[O:26])[C:27]4[CH:28]=[CH:29][C:30]([F:33])=[CH:31][CH:32]=4)[CH2:20][C:5]=3[C:4]=2[CH:3]=1 |f:2.3,4.5.6,9.10|. Procedure details: 7-Fluoro-4-(p-fluorophenyl)-1,2,3,4-tetrahydropyrrolo[3,4-b]indole (6.02 g.; 22.2 m moles), 6.7 g. (33.3 m moles) of γ-chloro-p-fluorobutyrophenone, 4.28 g. (23.4 m moles) of potassium iodide and 7.05 g. (66.6 m moles) of sodium carbonate in 175 ml. of dimethylformamide is heated to 90° C. for 8 hrs. and then allowed to stir at room temperature overnight. The mixture is heated again to 90° C., treated with a gram of decolorizing charcoal, filtered, and the filtrate poured into ice and water. The... Starting materials: ClC1=CC=C(C=C1)C(N[C@H](C)C1=CC=CC=C1)C1=CC(=CC=C1)[N+](=O)[O-] (N-[(4-chlorophenyl)-(3-nitrophenyl)methyl]-N-[(R)-1-phenylethyl]amine), [BH4-].[Na+] (sodium borohydride). The reagents and catalysts are O.O.O.O.O.O.[Ni](Cl)Cl (nickel chloride hexahydrate). The product is ClC1=CC=C(C=C1)C(C=1C=C(C=CC1)N)N[C@H](C)C1=CC=CC=C1 (3-{(4-Chlorophenyl)-[(R)-1-phenylethylamino]methyl}phenylamine). As a reaction SMILES: [Cl:1][C:2]1[CH:7]=[CH:6][C:5]([CH:8]([C:18]2[CH:23]=[CH:22][CH:21]=[C:20]([N+:24]([O-])=O)[CH:19]=2)[NH:9][C@@H:10]([C:12]2[CH:17]=[CH:16][CH:15]=[CH:14][CH:13]=2)[CH3:11])=[CH:4][CH:3]=1.[BH4-].[Na+]>O.O.O.O.O.O.[Ni](Cl)Cl>[Cl:1][C:2]1[CH:3]=[CH:4][C:5]([CH:8]([NH:9][C@@H:10]([C:12]2[CH:13]=[CH:14][CH:15]=[CH:16][CH:17]=2)[CH3:11])[C:18]2[CH:19]=[C:20]([NH2:24])[CH:21]=[CH:22][CH:23]=2)=[CH:6][CH:7]=1 |f:1.2,3.4.5.6.7.8.9|. Procedure: Following a procedure similar to that described in Example (1b), 750 mg of isomer A of N-[(4-chlorophenyl)-(3-nitrophenyl)methyl]-N-[(R)-1-phenylethyl]amine [prepared as described in step (a) above], 972 mg of nickel chloride hexahydrate and 309 mg of sodium borohydride were reacted and purified, to obtain 640 mg of isomer A of the title compound as a colorless oil. Reactants: ice, C(=O)(C)[O-].[NH4+] (AcONH4), [Si](C)(C)(C(C)(C)C)OCC(CCC1=CC=C(C=C1)C)N1C=NC(=C1)C(=O)N (1-[1-(tert-butyldimethylsilyloxy)-4-(4-methylphenyl)-2-butyl]imidazole-4-carboxamide), [N+](CCCC)(CCCC)(CCCC)CCCC.[F-] (Bu4NF). Run in C1CCOC1 (THF), C1CCOC1 (THF). Run at time 1 hour. The product is OCC(CCC1=CC=C(C=C1)C)N1C=NC(=C1)C(=O)N (1-[1-hydroxy-4-(4-methylphenyl)-2-butyl]imidazole-4-carboxamide). Yield: 32.9%. RXN SMILES: [Si]([O:8][CH2:9][CH:10]([N:20]1[CH:24]=[C:23]([C:25]([NH2:27])=[O:26])[N:22]=[CH:21]1)[CH2:11][CH2:12][C:13]1[CH:18]=[CH:17][C:16]([CH3:19])=[CH:15][CH:14]=1)(C(C)(C)C)(C)C.[N+](CCCC)(CCCC)(CCCC)CCCC.[F-].C([O-])(C)=O.[NH4+]>C1COCC1>[OH:8][CH2:9][CH:10]([N:20]1[CH:24]=[C:23]([C:25]([NH2:27])=[O:26])[N:22]=[CH:21]1)[CH2:11][CH2:12][C:13]1[CH:14]=[CH:15][C:16]([CH3:19])=[CH:17][CH:18]=1 |f:1.2,3.4|. Reported procedure: To an ice cooled solution of 1-[1-(tert-butyldimethylsilyloxy)-4-(4-methylphenyl)-2-butyl]imidazole-4-carboxamide (obtained in Example 3(4))(194 mg, 0.50 mmol) in THF (5 ml) was added dropwise 1.0 M Bu4NF in THF (1.0 ml). After the addition was completed, the reaction mixture was stirred at ice-bath temperature for 1 h. 25% AcONH4 (4 ml) was added, and the resulting mixture was stirred for several minutes and then extracted with chloroform. The organic layer was washed with brine, dried (sodium ... Reactants: CC(=O)c1ccc(Br)cc1, CN1CCC(c2c[nH]c3ccc(B(O)O)cc23)CC1, CO, [Na+], [Na+], O=C([O-])[O-], C1CCOC1. Product: CC(=O)c1ccc(-c2ccc3[nH]cc(C4CCN(C)CC4)c3c2)cc1. As a reaction SMILES: [Br:20][c:21]1[cH:22][cH:23][c:24]([C:27]([CH3:28])=[O:29])[cH:25][cH:26]1.[CH3:1][N:2]1[CH2:3][CH2:4][CH:5]([c:8]2[cH:9][nH:10][c:11]3[cH:12][cH:13][c:14]([B:17]([OH:18])[OH:19])[cH:15][c:16]23)[CH2:6][CH2:7]1.[CH3:36][OH:37].[Na+:30].[Na+:31].[O-:32][C:33](=[O:34])[O-:35].[O:38]1[CH2:39][CH2:40][CH2:41][CH2:42]1>>[CH3:1][N:2]1[CH2:3][CH2:4][CH:5]([c:8]2[cH:9][nH:10][c:11]3[cH:12][cH:13][c:14](-[c:21]4[cH:22][cH:23][c:24]([C:27]([CH3:28])=[O:29])[cH:25][cH:26]4)[cH:15][c:16]23)[CH2:6][CH2:7]1.